Dataset: the Open Reaction Database (ORD), a public repository of structured organic reaction records. Task: describe an organic reaction: reactants, conditions, products, and yield The reactants are NC1=C(C=CC(=C1)F)S(=O)(=O)N (2-amino-4-fluorobenzenesulfonamide), C1(CCCC1)N=C=S (cyclopentyl isothiocyanate). Run in C(C)(=O)OCC (ethyl acetate). Conditions: temperature 140 celsius. The product is C1(CCCC1)NC1=NS(C2=C(N1)C=C(C=C2)F)(=O)=O (3-Cyclopentylamino-6-fluoro-4H-1,2,4-benzothiadiazine 1,1-dioxide). Isolated yield 23.2%. As a reaction SMILES: [NH2:1][C:2]1[CH:7]=[C:6]([F:8])[CH:5]=[CH:4][C:3]=1[S:9]([NH2:12])(=[O:11])=[O:10].[CH:13]1([N:18]=[C:19]=S)[CH2:17][CH2:16][CH2:15][CH2:14]1>C(OCC)(=O)C>[CH:13]1([NH:18][C:19]2[NH:1][C:2]3[CH:7]=[C:6]([F:8])[CH:5]=[CH:4][C:3]=3[S:9](=[O:11])(=[O:10])[N:12]=2)[CH2:17][CH2:16][CH2:15][CH2:14]1. Procedure: A mixture of 2-amino-4-fluorobenzenesulfonamide (1.71 g, 9 mmol) and cyclopentyl isothiocyanate (4.6 ml, 36 mmol) was heated at 140° C. for 4 h. The mixture was cooled to room temperature and stirred with 50 ml of ethyl acetate. The precipitate was isolated by filtration and recrystallised from ethanol to give 591 mg (23%) of the title compound; m.p. 295-298° C.; 1H-NMR (DMSO-d6): δ 1.37-2.02 (m, 8H, cyclopentyl), 4.05 (sext, 1H, CH), 6.97-715 (m, 2H, ArH), 7.32 (br.s, 1H, NH), 7.72 (dd, 1H, ArH... The reactants are BrCC1=NSC2=C1C=C(C=C2)N2C(N(C(=CC2=O)C(F)(F)F)C)=O (3-[3-(bromomethyl)-1,2-benzisothiazol-5-yl]-1-methyl-6-(trifluoromethyl)-2,4(1H,3H)-pyrimidinedione), C(C)OCC (diethyl ether). Reagents/catalysts: FC(S(=O)(=O)[O-])(F)F.[Ag+] (silver trifluoromethanesulfonate). The solvent is C(Cl)Cl (methylene chloride), ClCCCl (1,2-dichloroethane), CO (methanol). Conditions: time 8 hour. Product: COCC1=NSC2=C1C=C(C=C2)N2C(N(C(=CC2=O)C(F)(F)F)C)=O (3-[3-(Methoxymethyl)-1,2-benzisothiazol-5-yl]-1-methyl-6-(trifluoromethyl)-2,4(1H,3H)-pyrimidinedione). Reaction SMILES: Br[CH2:2][C:3]1[C:7]2[CH:8]=[C:9]([N:12]3[C:17](=[O:18])[CH:16]=[C:15]([C:19]([F:22])([F:21])[F:20])[N:14]([CH3:23])[C:13]3=[O:24])[CH:10]=[CH:11][C:6]=2[S:5][N:4]=1.[CH2:25]([O:27]CC)C>ClCCCl.CO.C(Cl)Cl.FC(F)(F)S([O-])(=O)=O.[Ag+]>[CH3:25][O:27][CH2:2][C:3]1[C:7]2[CH:8]=[C:9]([N:12]3[C:17](=[O:18])[CH:16]=[C:15]([C:19]([F:22])([F:21])[F:20])[N:14]([CH3:23])[C:13]3=[O:24])[CH:10]=[CH:11][C:6]=2[S:5][N:4]=1 |f:5.6|. Reported procedure: A solution of 3-[3-(bromomethyl)-1,2-benzisothiazol-5-yl]-1-methyl-6-(trifluoromethyl)-2,4(1H,3H)-pyrimidinedione (0.750 g, 1.79 mmol) in 1,2-dichloroethane is diluted with methanol, treated with silver trifluoromethanesulfonate (0.610 g, 2.37 mmol), stirred overnight at room temperature, and filtered through diatomaceous earth. The resultant filtrate is washed with saturated sodium hydrogen carbonate solution, dried over anhydrous magnesium sulfate, and concentrated in vacuo to obtain a solid. ... Reactants: ClC1=NC(=NC(=C1CC(=O)OC)Cl)C (methyl (4,6-dichloro-2-methylpyrimidin-5-yl)acetate), O (water), OCCOC1CN(CCC1C1=CC=C(C=C1)OCCCOCC1=C(C=CC=C1)OC)C(=O)OC(C)(C)C (tert-butyl 3-(2-hydroxyethoxy)-4-{4-[3-(2-methoxybenzyloxy)propoxy]-phenyl}piperidine-1-carboxylate), [H-].[Na+] (sodium hydride). Run in C(OC)COC (dimethoxyethane), COCCOC (1,2-dimethoxyethane). Reaction conditions: time 30 minute. Product: ClC1=C(C(=NC(=N1)C)OCCOC1CN(CCC1C1=CC=C(C=C1)OCCCOCC1=C(C=CC=C1)OC)C(=O)OC(C)(C)C)CC(=O)OC (tert-Butyl 3-[2-(6-chloro-5-methoxycarbonylmethyl-2-methylpyrimidin-4-yloxy)ethoxy]-4-{4-[3-(2-methoxybenzyloxy)propoxy]phenyl}piperidine-1-carboxylate), SiO2. Reaction SMILES: [OH:1][CH2:2][CH2:3][O:4][CH:5]1[CH:10]([C:11]2[CH:16]=[CH:15][C:14]([O:17][CH2:18][CH2:19][CH2:20][O:21][CH2:22][C:23]3[CH:28]=[CH:27][CH:26]=[CH:25][C:24]=3[O:29][CH3:30])=[CH:13][CH:12]=2)[CH2:9][CH2:8][N:7]([C:31]([O:33][C:34]([CH3:37])([CH3:36])[CH3:35])=[O:32])[CH2:6]1.[H-].[Na+].[Cl:40][C:41]1[C:46]([CH2:47][C:48]([O:50][CH3:51])=[O:49])=[C:45](Cl)[N:44]=[C:43]([CH3:53])[N:42]=1.O>COCCOC>[Cl:40][C:41]1[N:42]=[C:43]([CH3:53])[N:44]=[C:45]([O:1][CH2:2][CH2:3][O:4][CH:5]2[CH:10]([C:11]3[CH:12]=[CH:13][C:14]([O:17][CH2:18][CH2:19][CH2:20][O:21][CH2:22][C:23]4[CH:28]=[CH:27][CH:26]=[CH:25][C:24]=4[O:29][CH3:30])=[CH:15][CH:16]=3)[CH2:9][CH2:8][N:7]([C:31]([O:33][C:34]([CH3:37])([CH3:36])[CH3:35])=[O:32])[CH2:6]2)[C:46]=1[CH2:47][C:48]([O:50][CH3:51])=[O:49] |f:1.2|. Reported procedure: A solution of 1.95 g of tert-butyl 3-(2-hydroxyethoxy)-4-{4-[3-(2-methoxybenzyloxy)propoxy]-phenyl}piperidine-1-carboxylate (Example 14c) in 20 ml of 1,2-dimethoxyethane is admixed in portions at 0° C. with 0.195 g of sodium hydride dispersion (60%) and stirred for 30 minutes. A solution of 0.91 g of methyl (4,6-dichloro-2-methylpyrimidin-5-yl)acetate in 5 ml of dimethoxyethane is added dropwise and the reaction mixture is stirred at room temperature over 2.5 hours. The reaction mixture is admix... Starting materials: C(=O)(O)CC1=CC=C(C(CC(=O)O)CC(C)C)C=C1 (4-carboxymethyl-β-isobutyl-dihydrocinnamic acid), C1(CCCCC1)N (cyclohexylamine). Yields the product C(C(C)C)C1CC(C2=CC(=CC=C12)CC(=O)O)=O (1-isobutyl-3-oxo-5-indanacetic acid). Reported procedure: 4-carboxymethyl-β-isobutyl-dihydrocinnamic acid is cyclized in a manner analogous to that described in Example 1. The cyclohexylamine salt of the title compound has a M.P. of 140°-142° (from methanol/ether). As a reaction SMILES: [C:1]([CH2:4][C:5]1[CH:19]=[CH:18][C:8]([CH:9]([CH2:14][CH:15]([CH3:17])[CH3:16])[CH2:10][C:11]([OH:13])=O)=[CH:7][CH:6]=1)([OH:3])=[O:2].C1(N)CCCCC1>>[CH2:14]([CH:9]1[C:8]2[C:18](=[CH:19][C:5]([CH2:4][C:1]([OH:3])=[O:2])=[CH:6][CH:7]=2)[C:11](=[O:13])[CH2:10]1)[CH:15]([CH3:17])[CH3:16]. Starting materials: C21H21F3N2O2.HCl, Cl.N12CC3[C@H](C(CC(C1)C3)C2)N ((4r)-1-azatricyclo[3.3.1.13,7]dec-4-ylamine hydrochloride), FC(C=1C=C(C=CC1)C1=CC=C(O1)C(=O)O)(F)F (5-[3-(trifluoromethyl)phenyl]-2-furoic acid), N (NH3). The product is Cl.N12CC3[C@H](C(CC(C1)C3)C2)NC(=O)C=2OC(=CC2)C2=CC(=CC=C2)C(F)(F)F (5-(3-Trifluoromethylphenyl)-furan-2-carboxylic acid(4r)-(1-azatricyclo[3.3.1.13,7]dec-4-yl)-amide hydrochloride). Reaction SMILES: [ClH:1].[N:2]12[CH2:11][CH:6]3[CH2:7][CH:8]([CH2:10][CH:4]([C@H:5]3[NH2:12])[CH2:3]1)[CH2:9]2.[F:13][C:14]([F:30])([F:29])[C:15]1[CH:16]=[C:17]([C:21]2[O:25][C:24]([C:26](O)=[O:27])=[CH:23][CH:22]=2)[CH:18]=[CH:19][CH:20]=1.N>>[ClH:1].[N:2]12[CH2:11][CH:6]3[CH2:7][CH:8]([CH2:10][CH:4]([C@H:5]3[NH:12][C:26]([C:24]3[O:25][C:21]([C:17]4[CH:18]=[CH:19][CH:20]=[C:15]([C:14]([F:30])([F:13])[F:29])[CH:16]=4)=[CH:22][CH:23]=3)=[O:27])[CH2:3]1)[CH2:9]2 |f:0.1,4.5|. Procedure: Prepared from (4r)-1-azatricyclo[3.3.1.13,7]dec-4-ylamine hydrochloride and 5-[3-(trifluoromethyl)phenyl]-2-furoic acid (Aldrich) according to methods A and C; yield 29 mg, 0.07 mmol (31%): 1H NMR (300 MHz, methanol-d4) δ 2.09-2.30 (m, 5H), 2.52 (s, 2H), 3.50 (d, J=13 Hz, 2H), 3.57 (s, 2H), 3.83 (d, J=13 Hz, 2H), 4.28 (s, 1H), 7.12 (d, J=4 Hz, 1H), 7.34 (d, J=4 Hz, 1H), 7.63-7.69 (m, 2H), 8.10-8.18 (m, 1H), 8.24 (s, 1H); MS (DCI/NH3) m/z 391 (M+H)+; Anal. C21H21F3N2O2.HCl 0.9H2O: C, H, N. Reactants: CC(C)(C)OC(=O)CBr, CC(C)(C)[O-], CC(C)(C)O, [K+], CN(C)C=O, O=Cc1cccc(O)c1. Yields the product CC(C)(C)OC(=O)COc1cccc(C=O)c1. RXN SMILES: [Br:21][CH2:22][C:23](=[O:24])[O:25][C:26]([CH3:27])([CH3:28])[CH3:29].[CH3:10][C:11]([CH3:12])([O-:13])[CH3:14].[CH3:16][C:17]([OH:18])([CH3:19])[CH3:20].[K+:15].[O:30]=[CH:31][N:32]([CH3:33])[CH3:34].[OH:1][c:2]1[cH:3][c:4]([CH:5]=[O:6])[cH:7][cH:8][cH:9]1>>[O:1]([c:2]1[cH:3][c:4]([CH:5]=[O:6])[cH:7][cH:8][cH:9]1)[CH2:22][C:23](=[O:24])[O:25][C:26]([CH3:27])([CH3:28])[CH3:29]. The reactants are CCO, O=C1CCC2CCC1C2, [Cl-], N#C[K], [NH4+], O. Product: N#CC1(N)CCC2CCC1C2, Cl. RXN SMILES: [CH3:15][CH2:16][OH:17].[CH:1]12[C:2](=[O:9])[CH2:3][CH2:4][CH:5]([CH2:6][CH2:7]1)[CH2:8]2.[Cl-:13].[K:10][C:11]#[N:12].[NH4+:14].[OH2:18]>>[CH:1]12[C:2]([C:11]#[N:12])([NH2:14])[CH2:3][CH2:4][CH:5]([CH2:6][CH2:7]1)[CH2:8]2.[ClH:13]. Reactants: COc1ccc2c(c1)C13CCN(C#N)C(C2)C1(OC)C(C)CC(=O)C3, O=C([O-])[O-], Cl, [Na+], [Na+], O. The product is Cl, COc1ccc2c(c1)C13CCNC(C2)C1(OC)C(C)CC(=O)C3. Reaction SMILES: [C:1](#[N:2])[N:3]1[CH:4]2[C:5]3([O:24][CH3:25])[CH:6]([CH3:23])[CH2:7][C:8](=[O:22])[CH2:9][C:10]3([c:11]3[cH:12][c:13]([O:18][CH3:19])[cH:14][cH:15][c:16]3[CH2:17]2)[CH2:20][CH2:21]1.[C:26](=[O:27])([O-:28])[O-:29].[ClH:32].[Na+:30].[Na+:31].[OH2:33]>>[ClH:32].[NH:3]1[CH:4]2[C:5]3([O:24][CH3:25])[CH:6]([CH3:23])[CH2:7][C:8](=[O:22])[CH2:9][C:10]3([c:11]3[cH:12][c:13]([O:18][CH3:19])[cH:14][cH:15][c:16]3[CH2:17]2)[CH2:20][CH2:21]1. The reactants are C[Al](C)C, CCCCCC, ClB(C1CCCC1c1ccccc1)C1CCCC1c1ccccc1. Yields the product CB(C1CCCC1c1ccccc1)C1CCCC1c1ccccc1. Reaction SMILES: [CH3:25][Al:26]([CH3:27])[CH3:28].[CH3:29][CH2:30][CH2:31][CH2:32][CH2:33][CH3:34].[Cl:1][B:2]([CH:3]1[CH:4]([c:8]2[cH:9][cH:10][cH:11][cH:12][cH:13]2)[CH2:5][CH2:6][CH2:7]1)[CH:14]1[CH:15]([c:19]2[cH:20][cH:21][cH:22][cH:23][cH:24]2)[CH2:16][CH2:17][CH2:18]1>>[B:2]([CH:3]1[CH:4]([c:8]2[cH:9][cH:10][cH:11][cH:12][cH:13]2)[CH2:5][CH2:6][CH2:7]1)([CH:14]1[CH:15]([c:19]2[cH:20][cH:21][cH:22][cH:23][cH:24]2)[CH2:16][CH2:17][CH2:18]1)[CH3:25].